This data is from the Open Reaction Database (ORD), a public repository of structured organic reaction records. The task is: describe an organic reaction: reactants, conditions, products, and yield The reactants are O=C([O-])[O-], CN(C)C=O, CC(C)=O, BrC1CCCC1, [K+], [K+], O, O=C1CCc2ccc(O)cc21. Yields the product O=C1CCc2ccc(OC3CCCC3)cc21. RXN SMILES: [C:18](=[O:19])([O-:20])[O-:21].[CH3:24][N:25]([CH3:26])[CH:27]=[O:28].[CH3:29][C:30](=[O:31])[CH3:32].[CH:12]1([Br:17])[CH2:13][CH2:14][CH2:15][CH2:16]1.[K+:22].[K+:23].[OH2:33].[OH:1][c:2]1[cH:3][cH:4][c:5]2[c:9]([cH:10]1)[C:8](=[O:11])[CH2:7][CH2:6]2>>[O:1]([c:2]1[cH:3][cH:4][c:5]2[c:9]([cH:10]1)[C:8](=[O:11])[CH2:7][CH2:6]2)[CH:12]1[CH2:13][CH2:14][CH2:15][CH2:16]1.